Dataset: the Open Reaction Database (ORD), a public repository of structured organic reaction records. Task: describe an organic reaction: reactants, conditions, products, and yield The reactants are O (water), O=C1C2=CC=CC=C2C(C=2C=CC=CC12)(C(F)(F)F)O[Si](CC)(CC)CC (9,10-dihydro-9-oxo-10-triethylsiloxy-10-trifluoromethylanthracen), solution, C(C)(=O)O (acetic acid). Reagents/catalysts: [Zn] (zinc). Solvent: C(C)O (ethanol). Reaction conditions: temperature 110 celsius. Product: OC1C2=CC=CC=C2C(C=2C=CC=CC12)(C(F)(F)F)O[Si](CC)(CC)CC (9,10-dihydro-9-hydroxy-10-triethysiloxy-10-trifluoromethylanthracene). The yield is 58.0%. Reaction SMILES: [O:1]=[C:2]1[C:15]2[CH:14]=[CH:13][CH:12]=[CH:11][C:10]=2[C:9]([O:20][Si:21]([CH2:26][CH3:27])([CH2:24][CH3:25])[CH2:22][CH3:23])([C:16]([F:19])([F:18])[F:17])[C:8]2[C:3]1=[CH:4][CH:5]=[CH:6][CH:7]=2.C(O)(=O)C.O>C(O)C.[Zn]>[OH:1][CH:2]1[C:3]2[CH:4]=[CH:5][CH:6]=[CH:7][C:8]=2[C:9]([O:20][Si:21]([CH2:24][CH3:25])([CH2:26][CH3:27])[CH2:22][CH3:23])([C:16]([F:18])([F:19])[F:17])[C:10]2[C:15]1=[CH:14][CH:13]=[CH:12][CH:11]=2. Procedure: A solution of 50 mg (0.13 mmol) of 9,10-dihydro-9-oxo-10-triethylsiloxy-10-trifluoromethylanthracen in 0.5 mL of absolute ethanol was treated successively with 42 mg (0.65 mmol) of zinc dust and 0.5 mL of a solution of 90% acetic acid - 20% water. The mixture was heated to reflux in a 110° C. oil bath for 2 hours, allowed to cool to room temperature, and poured into 10 mL of water. The resulting aqueous mixture was extracted with three 5 mL portions of diethyl ether. Combination, drying, and con... Starting materials: CC1(OB(OC1(C)C)C1=C(C=C(C=C1)[N+](=O)[O-])C)C (4,4,5,5-Tetramethyl-2-(2-methyl-4-nitrophenyl)-1,3,2-dioxaborolane), [Cl-].[NH4+] (ammonium chloride), CCO (EtOH). The reagents and catalysts are [Zn] (zinc). The solvent is C1CCOC1 (THF). Conditions: time 2 hour. Yields the product CC=1C=C(N)C=CC1B1OC(C(O1)(C)C)(C)C (3-Methyl-4-(4,4,5,5-tetramethyl-1,3,2-dioxaborolan-2-yl)aniline). The yield is 99.9%. RXN SMILES: [CH3:1][C:2]1([CH3:19])[C:6]([CH3:8])([CH3:7])[O:5][B:4]([C:9]2[CH:14]=[CH:13][C:12]([N+:15]([O-])=O)=[CH:11][C:10]=2[CH3:18])[O:3]1.[Cl-].[NH4+].CCO>[Zn].C1COCC1>[CH3:18][C:10]1[CH:11]=[C:12]([CH:13]=[CH:14][C:9]=1[B:4]1[O:5][C:6]([CH3:8])([CH3:7])[C:2]([CH3:19])([CH3:1])[O:3]1)[NH2:15] |f:1.2|. Procedure details: Intermediate 26A (1 g, 3.80 mmol), ammonium chloride (1.432 g, 26.6 mmol), and zinc (1.491 g, 22.81 mmol) were added to a flask, followed by the addition of EtOH (10.0 mL) and THF (10.0 mL). The reaction mixture was stirred at room temperature for 2 hours and filtered through a pad of CELITE®. The filtrate was concentrated under reduced pressure to yield Intermediate 26 (885 mg, 100% yield). MS (ES): m/z=234.2 [M+H]+. Reactants: C(C)(C)(C)OC(=O)N1C(CCCC1)CCNS(=O)(=O)C1=CC=CC2=CC=CC=C12 (N-(2-(1-(tert-Butoxycarbonyl)piperidin-2-yl)ethyl)-naphthalenesulfonamide), FC(C(=O)O)(F)F (trifluoroacetic acid). Run in C(Cl)(Cl)Cl (CHCl3). Conditions: time 20 hour. Product: N1C(CCCC1)CCNS(=O)(=O)C1=CC=CC2=CC=CC=C12 (N-(2-(Piperidin-2-yl)-ethyl)-naphthalenesulfonamide). The yield is 96.3%. RXN SMILES: C(OC([N:8]1[CH2:13][CH2:12][CH2:11][CH2:10][CH:9]1[CH2:14][CH2:15][NH:16][S:17]([C:20]1[C:29]2[C:24](=[CH:25][CH:26]=[CH:27][CH:28]=2)[CH:23]=[CH:22][CH:21]=1)(=[O:19])=[O:18])=O)(C)(C)C.FC(F)(F)C(O)=O>C(Cl)(Cl)Cl>[NH:8]1[CH2:13][CH2:12][CH2:11][CH2:10][CH:9]1[CH2:14][CH2:15][NH:16][S:17]([C:20]1[C:29]2[C:24](=[CH:25][CH:26]=[CH:27][CH:28]=2)[CH:23]=[CH:22][CH:21]=1)(=[O:19])=[O:18]. Procedure: To a solution of the product of step c (3.29 g, 7.89 mmol) in CHCl3 (8 ml) was added trifluoroacetic acid (16 ml) and the reaction mixture was stirred at ambient temperature for 20 h. The excess trifluoroacetic acid was removed at reduced pressure and the residue partitioned between aqueous 10% potassium carbonate (50 ml) and CHCl3 (50 ml). The CHCl3 layer was removed and the aqueous phase was extracted with further CHCl3 (50 ml). The combined organic phases were washed with brine and dried over... Reactants: OCCCOC1=CC=C(C=C1)C[C@@H](C(=O)O)OC ((2S)-3-[4-(3-Hydroxy-propoxy)-phenyl]-2-methoxy-propionic acid), FC(OC1=CC=C(C=C1)O)(F)F (4-trifluoromethoxyphenol). The product is CO[C@H](C(=O)O)CC1=CC=C(C=C1)OCCCOC1=CC=C(C=C1)OC(F)(F)F ((2S)-2-Methoxy-3-{4-[3-(4-trifluoromethoxy-phenoxy)-propoxy]-phenyl}-propionic acid). As a reaction SMILES: [OH:1][CH2:2][CH2:3][CH2:4][O:5][C:6]1[CH:11]=[CH:10][C:9]([CH2:12][C@H:13]([O:17][CH3:18])[C:14]([OH:16])=[O:15])=[CH:8][CH:7]=1.[F:19][C:20]([F:30])([F:29])[O:21][C:22]1[CH:27]=[CH:26][C:25](O)=[CH:24][CH:23]=1>>[CH3:18][O:17][C@@H:13]([CH2:12][C:9]1[CH:10]=[CH:11][C:6]([O:5][CH2:4][CH2:3][CH2:2][O:1][C:25]2[CH:24]=[CH:23][C:22]([O:21][C:20]([F:19])([F:29])[F:30])=[CH:27][CH:26]=2)=[CH:7][CH:8]=1)[C:14]([OH:16])=[O:15]. Procedure: The title compound was prepared from (2S)-3-[4-(3-Hydroxy-propoxy)-phenyl]-2-methoxy-propionic acid linked to Wang's Resin (Example 94, Step D) via Mitsunobu coupling with 4-trifluoromethoxyphenol and cleavage from the resin (Standard Procedure G) gave an oily solid.